This data is from the Open Reaction Database (ORD), a public repository of structured organic reaction records. The task is: describe an organic reaction: reactants, conditions, products, and yield Starting materials: [BH4-], [BH4-], CCOCC, Cl, CCOC(=O)C(Cc1cc(OC(F)(F)C(F)F)no1)C(=O)c1ccc(F)cc1, [Zn+2]. The product is CCOC(=O)C(Cc1cc(OC(F)(F)C(F)F)no1)C(O)c1ccc(F)cc1. RXN SMILES: [BH4-:35].[BH4-:37].[CH3:30][CH2:31][O:32][CH2:33][CH3:34].[ClH:29].[F:1][c:2]1[cH:3][cH:4][c:5]([C:8]([CH:9]([C:10](=[O:11])[O:12][CH2:13][CH3:14])[CH2:15][c:16]2[cH:17][c:18]([O:21][C:22]([CH:23]([F:24])[F:25])([F:26])[F:27])[n:19][o:20]2)=[O:28])[cH:6][cH:7]1.[Zn+2:36]>>[F:1][c:2]1[cH:3][cH:4][c:5]([CH:8]([CH:9]([C:10](=[O:11])[O:12][CH2:13][CH3:14])[CH2:15][c:16]2[cH:17][c:18]([O:21][C:22]([CH:23]([F:24])[F:25])([F:26])[F:27])[n:19][o:20]2)[OH:28])[cH:6][cH:7]1. The reactants are C(C)OC(CN(C(CCCC1CCN(CC1)C(=O)OCC1=CC=CC=C1)=O)CC)=O (N-ethyl-N-[1-oxo-4-[1-[(phenylmethoxy)carbonyl]-4-piperidinyl]butyl]glycine ethyl ester), [OH-].[Na+] (sodium hydroxide). Run in O1CCCC1 (tetrahydrofuran). Run at time 1 hour. Yields the product C(C)N(CC(=O)O)C(CCCC1CCN(CC1)C(=O)OCC1=CC=CC=C1)=O (N-ethyl-N-[1-oxo-4-[1-[(phenylmethoxy)carbonyl]-4-piperidinyl]butyl]glycine). Isolated yield 81.2%. RXN SMILES: C([O:3][C:4](=[O:30])[CH2:5][N:6]([CH2:28][CH3:29])[C:7](=[O:27])[CH2:8][CH2:9][CH2:10][CH:11]1[CH2:16][CH2:15][N:14]([C:17]([O:19][CH2:20][C:21]2[CH:26]=[CH:25][CH:24]=[CH:23][CH:22]=2)=[O:18])[CH2:13][CH2:12]1)C.[OH-].[Na+]>O1CCCC1>[CH2:28]([N:6]([C:7](=[O:27])[CH2:8][CH2:9][CH2:10][CH:11]1[CH2:16][CH2:15][N:14]([C:17]([O:19][CH2:20][C:21]2[CH:26]=[CH:25][CH:24]=[CH:23][CH:22]=2)=[O:18])[CH2:13][CH2:12]1)[CH2:5][C:4]([OH:30])=[O:3])[CH3:29] |f:1.2|. Reported procedure: To a solution of 46.7 g (112 mmole) of N-ethyl-N-[1-oxo-4-[1-[(phenylmethoxy)carbonyl]-4-piperidinyl]butyl]glycine ethyl ester in tetrahydrofuran at ambient temperature is added 200 mL of 1N aqueous sodium hydroxide, and the heterogeneous mixture is stirred vigorously for 1 hour. The reaction mixture is concentrated in vacuo and the residual aqueous mixture is diluted with water and extracted with methyl tert-butyl ether (3×). The aqueous layer is acidified to pH 3 with potassium bisulfate, caus... The reactants are C(c1c(cccc1[Cl])OC(F)F)=O, CC1=CN=C(C=C1)N, [C-]#[N+]C1CCCCC1. The reagents and catalysts are O=C(O)C(F)(F)F (trifluoroacetic acid). Run in CC(C)O (isopropyl alcohol), CC(C)O (isopropylalcohol). Reaction conditions: temperature 22 celsius, time 20 hour. Product: Cc1ccc2nc(c3c(cccc3[Cl])OC(F)F)c(NC3CCCCC3)n2c1. The yield is 100.0%. RXN SMILES: CC1=CC=C(N)N=C1.[C-]#[N+]C1CCCCC1.FC(F)OC1=C(C=O)C(Cl)=CC=C1>>CC1=CN2C(C=C1)=NC(=C2NC1CCCCC1)C1=C(OC(F)F)C=CC=C1Cl. The reactants are CCN1C=C(C(=O)C2=C1C=C(C(=C2)F)N3CCNCC3)C(=O)O (norfloxacin), BrCC(=O)C1=CC=C(C=C1)OC (2-bromo-4′-methoxyacetophenone). The product is C(C)N1C=C(C(C2=CC(=C(C=C12)N1CCN(CC1)CC(=O)C1=CC=C(C=C1)OC)F)=O)C(=O)O (1-Ethyl-6-fluoro-7-{4-[2-(4-methoxyphenyl)-2-oxoethyl]-1-piperazinyl}-4-oxo-1,4-dihydroquinoline-3-carboxylic acid), Example 4. Yield: 75.0%. Reaction SMILES: [CH3:1][CH2:2][N:3]1[C:9]2[CH:10]=[C:11]([N:15]3[CH2:20][CH2:19][NH:18][CH2:17][CH2:16]3)[C:12]([F:14])=[CH:13][C:8]=2[C:6](=[O:7])[C:5]([C:21]([OH:23])=[O:22])=[CH:4]1.Br[CH2:25][C:26]([C:28]1[CH:33]=[CH:32][C:31]([O:34][CH3:35])=[CH:30][CH:29]=1)=[O:27]>>[CH2:2]([N:3]1[C:9]2[C:8](=[CH:13][C:12]([F:14])=[C:11]([N:15]3[CH2:20][CH2:19][N:18]([CH2:25][C:26]([C:28]4[CH:33]=[CH:32][C:31]([O:34][CH3:35])=[CH:30][CH:29]=4)=[O:27])[CH2:17][CH2:16]3)[CH:10]=2)[C:6](=[O:7])[C:5]([C:21]([OH:23])=[O:22])=[CH:4]1)[CH3:1]. Reported procedure: 1-Ethyl-6-fluoro-7-{4-[2-(4-methoxyphenyl)-2-oxoethyl]-1-piperazinyl}-4-oxo-1,4-dihydroquinoline-3-carboxylic acid was prepared from norfloxacin (0.50 g, 1.56 mmole) [H. Koga et. al., J. Med. Chem. , 23, 1358 (1980).] and 2-bromo-4′-methoxyacetophenone (0.43 g, 1.86 mmole) by a method similar to that described for Example 4 (75% yield). Mp: 202° C. (dec). 1H NMR (DMSO-d6) δ 1.41 (t, 3H, J=7.0), 2.73 and 3.3 (two m, 8H), 3.85 (s, 3H), 3.88 (s, 2H), 4.58 (q, 2H, J=7.0), 7.02-7.2 (m, 3H), 7.87 (d, ... Reactants: P(OCC)(OCC)OCC (triethyl phosphite), COC(C(C=C(CCCCNC(=O)OCC1=CC=CC=C1)CBr)NC=O)=O (8-(N-benzyloxycarbonylamino)-4-bromomethyl-2-formylamino-oct-3-enoic acid methyl ester). Product: COC(C(C=C(CCCCNC(=O)OCC1=CC=CC=C1)CP(=O)(OCC)OCC)NC=O)=O (8-(N-benzyloxycarbonylamino)-4-diethylphosphonomethyl-2-formylamino-oct-3-enoic acid methyl ester). RXN SMILES: [P:1]([O:8]CC)([O:5][CH2:6][CH3:7])[O:2][CH2:3][CH3:4].[CH3:11][O:12][C:13](=[O:37])[CH:14]([NH:34][CH:35]=[O:36])[CH:15]=[C:16]([CH2:32]Br)[CH2:17][CH2:18][CH2:19][CH2:20][NH:21][C:22]([O:24][CH2:25][C:26]1[CH:31]=[CH:30][CH:29]=[CH:28][CH:27]=1)=[O:23]>>[CH3:11][O:12][C:13](=[O:37])[CH:14]([NH:34][CH:35]=[O:36])[CH:15]=[C:16]([CH2:32][P:1]([O:2][CH2:3][CH3:4])([O:5][CH2:6][CH3:7])=[O:8])[CH2:17][CH2:18][CH2:19][CH2:20][NH:21][C:22]([O:24][CH2:25][C:26]1[CH:31]=[CH:30][CH:29]=[CH:28][CH:27]=1)=[O:23]. Procedure: 5 ml of triethyl phosphite are added to 1.45 g (3.3 mmol) of 8-(N-benzyloxycarbonylamino)-4-bromomethyl-2-formylamino-oct-3-enoic acid methyl ester, and the mixture is heated at 75° for 8 hours with stirring. The excess triethyl phosphite is distilled off under reduced pressure to give an oily residue which is purified by chromatography on a silica gel column with first ethyl acetate and then ethyl acetate/methanol (9:1). 8-(N-benzyloxycarbonylamino)-4-diethylphosphonomethyl-2-formylamino-oct-3-... Starting materials: [O-]CC.[Na+] (sodium ethoxide), CC(=O)C(C)C (methylisopropylketone), FC1=CC=C(C=O)C=C1 (4-fluorobenzaldehyde). Run in C(C)O (ethanol), CCOCC (ether). Conditions: time 3 hour. Yields the product FC1=CC=C(C=C1)C=CC(C(C)C)=O (1-(4-Fluorophenyl)-4-methyl-1-penten-3-one). Yield: 52.6%. RXN SMILES: [O-]CC.[Na+].[CH3:5][C:6]([CH:8]([CH3:10])[CH3:9])=[O:7].[F:11][C:12]1[CH:19]=[CH:18][C:15]([CH:16]=O)=[CH:14][CH:13]=1>C(O)C.CCOCC>[F:11][C:12]1[CH:19]=[CH:18][C:15]([CH:16]=[CH:5][C:6](=[O:7])[CH:8]([CH3:10])[CH3:9])=[CH:14][CH:13]=1 |f:0.1|. Procedure details: A sodium ethoxide solution (21% by weight in EtOH, 4.86 gm, 15 mmol) was added to a mixture of methylisopropylketone (8.61 gm, 100 mmol, from Aldrich) and 4-fluorobenzaldehyde (12.411 gm, 100 mmol, from Aldrich) in ethanol (150 ml). The solution was allowed to stir at room temperature for 3 hours. The solvent was evaporated to afford an orange oil. The oil was dissolved in ether, washed with saturated NH4Cl and brine, then dried over Na2SO4, filtered and concentrated to give an orange oil. The o... The reactants are C=C1C(=O)OC(C1C)(C)C (α-methylene-β-methyl-γ,γ-dimethyl-γ-butyrolactone), C=C1C(=O)OCC1C (α-methylene-β-methyl-γ-butyrolactone). Product: C=C1C(=O)OC(C1C)C (α-methylene-β-methyl-γ-methyl-γ-butyrolactone). As a reaction SMILES: [CH2:1]=[C:2]1[CH:7]([CH3:8])[C:6](C)([CH3:9])[O:5][C:3]1=[O:4].C=C1C(C)COC1=O>>[CH2:1]=[C:2]1[CH:7]([CH3:8])[CH:6]([CH3:9])[O:5][C:3]1=[O:4]. Reported procedure: α-methylene-β-methyl-γ,γ-dimethyl-γ-butyrolactone and, among them, once again, α-methylene-β-methyl-γ-butyrolactone (R1 =R2 =R3 =H, R4 =CH3, R5 =H or R1 =R2 =R3 =H and R4 =H and R5 =CH3). Run in C1(=CC=CC=C1)C (toluene), CN(C)C=O (DMF). Product: N=1N=CN(C1)C1=CC=C(C=C1)O (4-(4H-1,2,4-triazol-4-yl)phenol). Procedure: 4-aminophenol (1 g, 9.16 mmol) and bisformyl hydrazine (888 mg, 10.08 mmol) were dissolved in a mixture of toluene (30 mL) and DMF (3 mL), followed by addition of pTSA (1.92 g, 10.08 mmol). The mixture was heated under reflux for 3 hours. Upon cooling, the mixture separated to two layers. The upper toluene layer was discarded. The lower dark DMF layer was directly purified by column chromatography using a 115 gram biotage silica gel cartridge eluting with 20-40 ethyl acetate/hexanes (gradient) t... Reaction SMILES: [NH2:1][C:2]1[CH:7]=[CH:6][C:5]([OH:8])=[CH:4][CH:3]=1.[CH:9]([NH:11][NH:12][CH:13]=O)=O.CC1C=CC(S(O)(=O)=O)=CC=1>C1(C)C=CC=CC=1.CN(C=O)C>[N:11]1[N:12]=[CH:13][N:1]([C:2]2[CH:7]=[CH:6][C:5]([OH:8])=[CH:4][CH:3]=2)[CH:9]=1. Reactants: NC1=CC=C(C=C1)O (4-aminophenol), C(=O)NNC=O (bisformyl hydrazine), CC=1C=CC(=CC1)S(=O)(=O)O (pTSA).